Task: describe an organic reaction: reactants, conditions, products, and yield. Dataset: the Open Reaction Database (ORD), a public repository of structured organic reaction records The reactants are cuprous chloride dihydrate, C1=CC=CC=C1 (benzene), ice, COC1=CC(=CC=C1)N (m-anisidine), N(=O)[O-].[Na+] (sodium nitrite), CN1C(C=CC1=O)=O (N-methylmaleimide). Procedure details: A 92.3 g portion of m-anisidine is dissolved in 225 ml of concentrated hydrochloric acid, 150 ml of water and 150 g of ice and cooled to 0° C. This mixture is diazotized carefully with vigorous stirring at 0°-5° C. with 52.5 g of sodium nitrite in 120 ml of water. This mixture is then added to 83.25 g of N-methylmaleimide in 225 ml of acetone at 0° C. The pH is adjusted to 3.0 and 25.5 g of cuprous chloride dihydrate is added in one portion followed by 200 ml of acetone, with stirring. Evaporati... RXN SMILES: [CH3:1][O:2][C:3]1[CH:8]=[CH:7][CH:6]=[C:5](N)[CH:4]=1.N([O-])=O.[Na+].[CH3:14][N:15]1[C:19](=[O:20])[CH:18]=[CH:17][C:16]1=[O:21].C1C=CC=CC=1>Cl.O.CC(C)=O>[CH3:1][O:2][C:3]1[CH:4]=[C:5]([C:17]2[C:16]([N:15]([CH3:14])[C:19](=[O:20])[CH:18]=2)=[O:21])[CH:6]=[CH:7][CH:8]=1 |f:1.2|. The solvent is CC(=O)C (acetone), O (water), Cl (hydrochloric acid), O (water), CC(=O)C (acetone). Product: COC=1C=C(C=CC1)C=1C(=O)N(C(C1)=O)C (2-(m-methoxyphenyl)-N-methylmaleimide).